This data is from the Open Reaction Database (ORD), a public repository of structured organic reaction records. The task is: describe an organic reaction: reactants, conditions, products, and yield The reactants are O[C@H]1C[C@@H]2CC[C@H]3[C@@H]4CC[C@H](C(C)=O)[C@]4(CC([C@@H]3[C@]2(C[C@@H]1OCCCCOC(CI)=O)C)=O)C (3α-Hydroxy-2β-(4'-iodoacetoxy-n-butoxy)-5α-pregnane-11,20-dione), N1CCOCC1 (morpholine). Solvent: C(Cl)Cl (methylene chloride). Conditions: time 1 hour. Yields the product O[C@H]1C[C@@H]2CC[C@H]3[C@@H]4CC[C@H](C(C)=O)[C@]4(CC([C@@H]3[C@]2(C[C@@H]1OCCCCOC(CN1CCOCC1)=O)C)=O)C (3α-Hydroxy-2β-(4'-morpholinoacetoxy-n-butoxy)-5α-pregnane-11,20-dione). Reaction SMILES: [OH:1][C@@H:2]1[C@@H:21]([O:22][CH2:23][CH2:24][CH2:25][CH2:26][O:27][C:28](=[O:31])[CH2:29]I)[CH2:20][C@@:19]2([CH3:32])[C@@H:4]([CH2:5][CH2:6][C@@H:7]3[C@@H:18]2[C:17](=[O:33])[CH2:16][C@@:15]2([CH3:34])[C@H:8]3[CH2:9][CH2:10][C@@H:11]2[C:12](=[O:14])[CH3:13])[CH2:3]1.[NH:35]1[CH2:40][CH2:39][O:38][CH2:37][CH2:36]1>C(Cl)Cl>[OH:1][C@@H:2]1[C@@H:21]([O:22][CH2:23][CH2:24][CH2:25][CH2:26][O:27][C:28](=[O:31])[CH2:29][N:35]2[CH2:40][CH2:39][O:38][CH2:37][CH2:36]2)[CH2:20][C@@:19]2([CH3:32])[C@@H:4]([CH2:5][CH2:6][C@@H:7]3[C@@H:18]2[C:17](=[O:33])[CH2:16][C@@:15]2([CH3:34])[C@H:8]3[CH2:9][CH2:10][C@@H:11]2[C:12](=[O:14])[CH3:13])[CH2:3]1. Procedure details: 3α-Hydroxy-2β-(4'-iodoacetoxy-n-butoxy)-5α-pregnane-11,20-dione (467 mg.) was dissolved in dried methylene chloride (30 ml.) and morpholine (1 ml.) added to this solution. The mixture was stirred at room temperature for 1 hour, a white precipitate forming in this time. The mixture was filtered and the filtrate evaporated to a yellow oil which was purified by preparative tlc in ethyl acetate (run twice) to give the title compound (220 mg.) as a colourless oil. [α]D + 57.1° (c 0.49). The reactants are CCCCc1nc2ccc(NCCCC3CCCCC3)cc2n1Cc1ccc(-c2ccccc2C(=O)OC(C)(C)C)cc1, ClCCl, O=C(O)C(F)(F)F. The product is CCCCc1nc2ccc(NCCCC3CCCCC3)cc2n1Cc1ccc(-c2ccccc2C(=O)O)cc1. As a reaction SMILES: [CH2:1]([CH2:2][CH2:3][CH3:4])[c:5]1[n:6][c:7]2[c:8]([n:9]1[CH2:10][c:11]1[cH:12][cH:13][c:14](-[c:17]3[c:18]([C:23](=[O:24])[O:25][C:26]([CH3:27])([CH3:28])[CH3:29])[cH:19][cH:20][cH:21][cH:22]3)[cH:15][cH:16]1)[cH:30][c:31]([NH:34][CH2:35][CH2:36][CH2:37][CH:38]1[CH2:39][CH2:40][CH2:41][CH2:42][CH2:43]1)[cH:32][cH:33]2.[CH2:51]([Cl:52])[Cl:53].[OH:44][C:45]([C:46]([F:47])([F:48])[F:49])=[O:50]>>[CH2:1]([CH2:2][CH2:3][CH3:4])[c:5]1[n:6][c:7]2[c:8]([n:9]1[CH2:10][c:11]1[cH:12][cH:13][c:14](-[c:17]3[c:18]([C:23](=[O:24])[OH:25])[cH:19][cH:20][cH:21][cH:22]3)[cH:15][cH:16]1)[cH:30][c:31]([NH:34][CH2:35][CH2:36][CH2:37][CH:38]1[CH2:39][CH2:40][CH2:41][CH2:42][CH2:43]1)[cH:32][cH:33]2. Reactants: ClC(Cl)Cl, NN=C(c1ccc(Cl)cc1)c1ccc(Cl)cc1, O=[Mn]=O. The product is [N-]=[N+]=C(c1ccc(Cl)cc1)c1ccc(Cl)cc1. RXN SMILES: [Cl:18][CH:19]([Cl:20])[Cl:21].[Cl:1][c:2]1[cH:3][cH:4][c:5]([C:8]([c:9]2[cH:10][cH:11][c:12]([Cl:15])[cH:13][cH:14]2)=[N:16][NH2:17])[cH:6][cH:7]1.[O:22]=[Mn:23]=[O:24]>>[Cl:1][c:2]1[cH:3][cH:4][c:5]([C:8]([c:9]2[cH:10][cH:11][c:12]([Cl:15])[cH:13][cH:14]2)=[N+:16]=[N-:17])[cH:6][cH:7]1. Reactants: COCCOC1=CC=CC=C1S(=O)(N)=O, OB(O)C1=CC=C(C(F)(F)F)C=C1. The reagents and catalysts are [F-].[Cs+], CC(=O)[O-].CC(=O)[O-].[Cu+2]. Run in ClCCCl, ClCCCl. Reaction conditions: temperature 60 celsius, time 18 hour. The product is COCCOC1=CC=CC=C1S(=O)(NC2=CC=C(C(F)(F)F)C=C2)=O, COCCOC1=CC=CC=C1S(=O)(N(C2=CC=C(C(F)(F)F)C=C2)C3=CC=C(C=C3)C(F)(F)F)=O. Yield: 0.8%. Procedure details: Reactions were run in 8 x 30 mm glass vial inserts in 96 well-plate Para-dox Aluminum Reaction Blocks. The reaction components were dosed according to the design shown in Figure S2 and Figure S3. First, the catalysts (2 umol per vial) and solid bases (20 umol per vial) were added by dosing 50 uL each of a stock solution in 1,2-dichloroethane (40 mM for catalysts, 0.4 M for bases) via single-channel pipette. The 1,2-dichloroethane was then removed via centrifugal evaporation using a Genevac EZ-2 ... The reactants are ClC1=C(C(=NC=C1)N1C(C2=CC=3CC(CC3N2CC1)(C)C)=O)C=O (4-chloro-2-{4,4-dimethyl-9-oxo-1,10-diazatricyclo[6.4.0.02,6]dodeca-2(6),7-dien-10-yl}pyridine-3-carbaldehyde), ClC1=C(C(=NC=C1)N1C(C2=CC=3CC(CC3N2CC1)(C)C)=O)C=O (4-Chloro-2-{4,4-dimethyl-9-oxo-1,10-diazatricyclo[6.4.0.02,6]dodeca-2(6),7-dien-10-yl}pyridine-3-carbaldehyde), CN1C=C(C=C(C1=O)NC1=NN2C(CN(CC2)C2COC2)=C1)B(O)O (1-Methyl-5-(5-(oxetan-3-yl)-4,5,6,7-tetrahydropyrazolo[1,5-a]pyrazin-2-ylamino)-6-oxo-1,6-dihydropyridin-3-ylboronic acid), [O-]P(=O)([O-])[O-].[K+].[K+].[K+] (K3PO4), O.O.O.C(C)(=O)[O-].[Na+] (sodium acetate trihydrate). The reagents and catalysts are O (water), C1=CC=C(C=C1)P([C-]2C=CC=C2)C3=CC=CC=C3.C1=CC=C(C=C1)P([C-]2C=CC=C2)C3=CC=CC=C3.Cl[Pd]Cl.[Fe+2] (Pd(dppf)Cl2). Solvent: C(C)#N (acetonitrile). Reaction conditions: temperature 100 celsius, time 2 hour. Yields the product CC1(CC=2N3CCN(C(C3=CC2C1)=O)C1=NC=CC(=C1C=O)C1=CN(C(C(=C1)NC1=NN2C(CN(CC2)C2COC2)=C1)=O)C)C (2-{4,4-Dimethyl-9-oxo-1,10-diazatricyclo[6.4.0.02,6]dodeca-2(6),7-dien-10-yl}-4-(1-methyl-5-{[5-(oxetan-3-yl)-4H,5H,6H,7H-pyrazolo[1,5-a]pyrazin-2-yl]amino}-6-oxo-1,6-dihydropyridin-3-yl)pyridine-3-carbaldehyde). Yield: 31.0%. RXN SMILES: Cl[C:2]1[CH:7]=[CH:6][N:5]=[C:4]([N:8]2[CH2:19][CH2:18][N:17]3[C:10](=[CH:11][C:12]4[CH2:13][C:14]([CH3:21])([CH3:20])[CH2:15][C:16]=43)[C:9]2=[O:22])[C:3]=1[CH:23]=[O:24].[CH3:25][N:26]1[C:31](=[O:32])[C:30]([NH:33][C:34]2[CH:46]=[C:37]3[CH2:38][N:39]([CH:42]4[CH2:45][O:44][CH2:43]4)[CH2:40][CH2:41][N:36]3[N:35]=2)=[CH:29][C:28](B(O)O)=[CH:27]1.[O-]P([O-])([O-])=O.[K+].[K+].[K+].O.O.O.C([O-])(=O)C.[Na+]>O.C1C=CC(P(C2C=CC=CC=2)[C-]2C=CC=C2)=CC=1.C1C=CC(P(C2C=CC=CC=2)[C-]2C=CC=C2)=CC=1.Cl[Pd]Cl.[Fe+2].C(#N)C>[CH3:20][C:14]1([CH3:21])[CH2:13][C:12]2[CH:11]=[C:10]3[N:17]([CH2:18][CH2:19][N:8]([C:4]4[C:3]([CH:23]=[O:24])=[C:2]([C:28]5[CH:29]=[C:30]([NH:33][C:34]6[CH:46]=[C:37]7[CH2:38][N:39]([CH:42]8[CH2:45][O:44][CH2:43]8)[CH2:40][CH2:41][N:36]7[N:35]=6)[C:31](=[O:32])[N:26]([CH3:25])[CH:27]=5)[CH:7]=[CH:6][N:5]=4)[C:9]3=[O:22])[C:16]=2[CH2:15]1 |f:2.3.4.5,6.7.8.9.10,12.13.14.15|. Procedure: A 100-mL single-neck round-bottomed flask equipped with a reflux condenser was charged with (4-chloro-2-{4,4-dimethyl-9-oxo-1,10-diazatricyclo[6.4.0.02,6]dodeca-2(6),7-dien-10-yl}pyridine-3-carbaldehyde) 108a (280 mg, 0.81 mmol), 163a (440 mg, 0.96 mmol), Pd(dppf)Cl2 (40 mg, 0.049 mmol), K3PO4 (360 mg, 1.6 mmol), sodium acetate trihydrate(240 mg, 1.6 mmol), water (6 drops), and acetonitrile (20 mL). The system was evacuated and refilled with N2. The reaction mixture was stirred at 100° C. for 2 ... Starting materials: N#CC(C#N)=C(C#N)C#N, C[Si](C)(C)C#N, CC#N, ClCCOC(OCCCl)c1ccc(Cl)nc1. Product: N#CC(OCCCl)c1ccc(Cl)nc1. As a reaction SMILES: [C:7]([C:8]([C:9]#[N:10])=[C:11]([C:12]#[N:13])[C:14]#[N:15])#[N:16].[CH3:1][Si:2]([CH3:3])([CH3:4])[C:5]#[N:6].[CH3:33][C:34]#[N:35].[Cl:17][CH2:18][CH2:19][O:20][CH:21]([c:22]1[cH:23][cH:24][c:25]([Cl:28])[n:26][cH:27]1)[O:29][CH2:30][CH2:31][Cl:32]>>[C:5](#[N:6])[CH:21]([c:22]1[cH:23][cH:24][c:25]([Cl:28])[n:26][cH:27]1)[O:29][CH2:30][CH2:31][Cl:32]. Starting materials: COC=1C=C(C(=O)Cl)C=CC1OC (3,4-dimethoxybenzoyl chloride), [OH-].[Li+] (lithium hydroxide), CC(=O)C=1C(=CC=CC1O)O (2,6-dihydroxyacetophenone), ice, Cl (HCl). The solvent is C1CCOC1 (THF), C1CCOC1 (THF). Reaction conditions: temperature -10 celsius, time 2 hour. Yields the product COC=1C=C(C=2OC3=CC=CC(=C3C(C2)=O)O)C=CC1OC (3′,4′-dimethoxy-5-hydroxyflavone). As a reaction SMILES: [OH-].[Li+].[CH3:3][C:4]([C:6]1[C:7]([OH:13])=[CH:8][CH:9]=[CH:10][C:11]=1[OH:12])=[O:5].[CH3:14][O:15][C:16]1[CH:17]=[C:18]([CH:22]=[CH:23][C:24]=1[O:25][CH3:26])[C:19](Cl)=O.Cl>C1COCC1>[CH3:14][O:15][C:16]1[CH:17]=[C:18]([CH:22]=[CH:23][C:24]=1[O:25][CH3:26])[C:19]1[O:13][C:7]2[C:6]([C:4](=[O:5])[CH:3]=1)=[C:11]([OH:12])[CH:10]=[CH:9][CH:8]=2 |f:0.1|. Procedure: Dry, pulverulent lithium hydroxide (19.7 mmol, 3 equivalents) is added in one portion to a well-stirred solution of 2,6-dihydroxyacetophenone (6.6 mmol) in dry THF (5 ml) under an argon atmosphere at −78° C. The reaction mixture is stirred at −78° C. for one hour and subsequently at −10° C. for two hours. After the mixture has been re-cooled to −78° C., a solution of 3,4-dimethoxybenzoyl chloride (6 mmol) in THF (10 ml) is added in one portion. The mixture is stirred at −78° C. for one hour and ... Reactants: C=CCC1c2ccc(OCOC)cc2OC(=O)C1c1ccc(OCOC)cc1, [Cl-], [NH4+], C1CCOC1, O, CCOS(=O)(=O)C(F)(F)F, c1ccncc1. The product is C=CCC1c2ccc(OCOC)cc2OC(=O)C1(CC)c1ccc(OCOC)cc1. Reaction SMILES: [CH3:1][O:2][CH2:3][O:4][c:5]1[cH:6][cH:7][c:8]2[c:13]([cH:14]1)[O:12][C:11](=[O:15])[CH:10]([c:16]1[cH:17][cH:18][c:19]([O:22][CH2:23][O:24][CH3:25])[cH:20][cH:21]1)[CH:9]2[CH2:26][CH:27]=[CH2:28].[Cl-:45].[NH4+:46].[O:47]1[CH2:48][CH2:49][CH2:50][CH2:51]1.[OH2:52].[S:29]([O:30][CH2:37][CH3:38])([C:31]([F:32])([F:33])[F:34])(=[O:35])=[O:36].[cH:39]1[cH:40][cH:41][n:42][cH:43][cH:44]1>>[CH3:1][O:2][CH2:3][O:4][c:5]1[cH:6][cH:7][c:8]2[c:13]([cH:14]1)[O:12][C:11](=[O:15])[C:10]([c:16]1[cH:17][cH:18][c:19]([O:22][CH2:23][O:24][CH3:25])[cH:20][cH:21]1)([CH2:37][CH3:38])[CH:9]2[CH2:26][CH:27]=[CH2:28].